From a dataset of the Open Reaction Database (ORD), a public repository of structured organic reaction records. describe an organic reaction: reactants, conditions, products, and yield Reactants: C1(=CC=CC=C1)C(N1CCNCC1)C1=CC=CC=C1 (N-(diphenylmethyl)piperazine), [OH-].[Na+] (sodium hydroxide), Cl.CC1=CC=C(C=C1)C=1NC(=C(N1)CCl)C (2-(4-methylphenyl)-4-chloromethyl-5-methyl-1H-imidazole hydrochloride). The solvent is mixture, C(C)O.O (ethanol water), mixture, C(C)O.O (ethanol water). Product: C1(=CC=CC=C1)C(N1CCN(CC1)CC=1N=C(NC1C)C1=CC=C(C=C1)C)C1=CC=CC=C1 (1-Diphenylmethyl-4-[(2-(4-methylphenyl)-5-methyl-1H-imidazol-4-yl)methyl]piperazine). Reaction SMILES: Cl.[CH3:2][C:3]1[CH:8]=[CH:7][C:6]([C:9]2[NH:10][C:11]([CH3:16])=[C:12]([CH2:14]Cl)[N:13]=2)=[CH:5][CH:4]=1.[C:17]1([CH:23]([C:30]2[CH:35]=[CH:34][CH:33]=[CH:32][CH:31]=2)[N:24]2[CH2:29][CH2:28][NH:27][CH2:26][CH2:25]2)[CH:22]=[CH:21][CH:20]=[CH:19][CH:18]=1.[OH-].[Na+]>C(O)C.O>[C:30]1([CH:23]([C:17]2[CH:22]=[CH:21][CH:20]=[CH:19][CH:18]=2)[N:24]2[CH2:25][CH2:26][N:27]([CH2:14][C:12]3[N:13]=[C:9]([C:6]4[CH:7]=[CH:8][C:3]([CH3:2])=[CH:4][CH:5]=4)[NH:10][C:11]=3[CH3:16])[CH2:28][CH2:29]2)[CH:31]=[CH:32][CH:33]=[CH:34][CH:35]=1 |f:0.1,3.4,5.6|. Reported procedure: 50 Grams (0.2 mol) of 2-(4-methylphenyl)-4-chloromethyl-5-methyl-1H-imidazole hydrochloride dissolved in 200 ml of a mixture of ethanol:water 6:4 were added dropwise to a refluxing solution of 55 grams (0.2 mol) of N-(diphenylmethyl)piperazine and 24 grams (0.6 mol) sodium hydroxide in 200 ml of a mixture of ethanol:water 6:4. After 2 to 3 hours 1-diphenylmethyl-4-[(2-(4-methylphenyl)-5-methyl-1H-imidazol-4yl)methyl]piperazine precipitated from the reaction mixture. After having left the crystal...